From a dataset of the Open Reaction Database (ORD), a public repository of structured organic reaction records. describe an organic reaction: reactants, conditions, products, and yield Reactants: O=C1C(O)=C(O)[C@H](O1)[C@@H](O)CO (L-ascorbic acid), CO (MeOH), steel, CCOC(=O)C (EtOAc). The reagents and catalysts are [Pd] (palladium on activated carbon). Run in O (water), O (H2O). Yields the product C(C(C1C(C(C(=O)O1)O)O)O)O (L-gulonic-γ-lactone). The yield is 70995.1%. As a reaction SMILES: [O:1]=[C:2]1[O:8][C@H:7]([C@H:9]([CH2:11][OH:12])[OH:10])[C:5]([OH:6])=[C:3]1[OH:4].CCOC(C)=O.CO>O.[Pd]>[CH2:11]([OH:12])[CH:9]([OH:10])[CH:7]1[O:8][C:2](=[O:1])[CH:3]([OH:4])[CH:5]1[OH:6]. Procedure: To a solution of commercially available L-ascorbic acid 163 (30.0 g, 0.17 mmol) in distilled water (200 mL), palladium on activated carbon (10%, 1.0 g) was added as a catalyst at RT. The reaction mixture was placed in a steel reaction vessel and underwent hydrogenation (100 psi) at 60° C. for 48 h. The progress of the reaction was followed by TLC analysis of aliquots (EtOAc: MeOH: H2O=10:3:1). When the starting material 163 had been essentially consumed, the reaction was stopped and the reaction... Reactants: Br[Bi](Br)Br, CC[SiH](CC)CC, CC#N, CCOC(=O)C1CCC(O[Si](C)(C)C(C)(C)C)CC1, O=CC1CC1, [Na+], O=C([O-])O. The product is CCOC(=O)C1CCC(OCC2CC2)CC1. Reaction SMILES: [Bi:27]([Br:28])([Br:29])[Br:30].[CH2:1]([SiH:2]([CH2:3][CH3:4])[CH2:5][CH3:6])[CH3:7].[CH3:41][C:42]#[N:43].[CH3:8][C:9]([Si:10]([CH3:11])([CH3:12])[O:13][CH:14]1[CH2:15][CH2:16][CH:17]([C:20](=[O:21])[O:22][CH2:23][CH3:24])[CH2:18][CH2:19]1)([CH3:25])[CH3:26].[CH:31]1([CH:34]=[O:35])[CH2:32][CH2:33]1.[Na+:40].[O-:36][C:37]([OH:38])=[O:39]>>[O:13]([CH:14]1[CH2:15][CH2:16][CH:17]([C:20](=[O:21])[O:22][CH2:23][CH3:24])[CH2:18][CH2:19]1)[CH2:34][CH:31]1[CH2:32][CH2:33]1. The reactants are CCC1CN(Cc2ccccc2)CCC1=O, CC(C)(C)[O-], CI, [K+], C1CCOC1, O. The product is CCC1(C)CN(Cc2ccccc2)CCC1=O. Reaction SMILES: [CH2:1]([c:2]1[cH:3][cH:4][cH:5][cH:6][cH:7]1)[N:8]1[CH2:9][CH:10]([CH2:15][CH3:16])[C:11](=[O:14])[CH2:12][CH2:13]1.[CH3:17][C:18]([CH3:19])([O-:20])[CH3:21].[CH3:23][I:24].[K+:22].[O:26]1[CH2:27][CH2:28][CH2:29][CH2:30]1.[OH2:25]>>[CH2:1]([c:2]1[cH:3][cH:4][cH:5][cH:6][cH:7]1)[N:8]1[CH2:9][C:10]([CH2:15][CH3:16])([CH3:17])[C:11](=[O:14])[CH2:12][CH2:13]1. The reactants are ClC=1C=C(C=O)C=CC1Cl (3,4-dichlorobenzaldehyde), BrC=1SC=CN1 (2-Bromothiazole), C(CCC)[Li] (n-butyllithium), C(O)([O-])=O.[Na+] (sodium hydrogen carbonate), C(CCC)[Li] (n-butyllithium). The solvent is C(C)OCC (diethyl ether), C(C)OCC (diethyl ether), C(C)OCC (diethyl ether). Run at temperature 0 celsius, time 30 minute. Product: ClC=1C=C(C=CC1Cl)C(O)C1=CN=CS1 (1-(3,4-dichlorophenyl)-1-(5-thiazolyl)methanol). As a reaction SMILES: Br[C:2]1[S:3][CH:4]=[CH:5][N:6]=1.C([Li])CCC.[Cl:12][C:13]1[CH:14]=[C:15]([CH:18]=[CH:19][C:20]=1[Cl:21])[CH:16]=[O:17].C(=O)([O-])O.[Na+]>C(OCC)C>[Cl:12][C:13]1[CH:14]=[C:15]([CH:16]([C:4]2[S:3][CH:2]=[N:6][CH:5]=2)[OH:17])[CH:18]=[CH:19][C:20]=1[Cl:21] |f:3.4|. Procedure: 2-Bromothiazole (5 g) in dry diethyl ether (20 ml) was added dropwise to a stirred solution of n-butyllithium (1.6M in hexanes, 21 ml) in diethyl ether (20 ml) at -70° C. under an atmosphere of dry nitrogen. After 30 minutes, trimethylsilylchlorlde (3.9 ml) was added and the mixture was allowed to warm to 0° C. The mixture was then cooled to -70° C. and further n-butyllithium (21 ml) was added. The mixture was warmed to 0° C. and after 30 minutes was cooled again to -70° C. and 3,4-dichlorobenza... Reactants: COc1ccc(CC(C(N)=O)S(C)=O)cc1C(=O)NCc1ccc(C(F)(F)F)cc1, O=C([O-])O, ClCCl, [Na+], O=C(OO)c1cccc(Cl)c1. Product: COc1ccc(CC(C(N)=O)S(C)(=O)=O)cc1C(=O)NCc1ccc(C(F)(F)F)cc1. As a reaction SMILES: [C:1]([NH2:2])(=[O:3])[CH:4]([CH2:5][c:6]1[cH:7][cH:8][c:9]([O:26][CH3:27])[c:10]([C:11](=[O:12])[NH:13][CH2:14][c:15]2[cH:16][cH:17][c:18]([C:21]([F:22])([F:23])[F:24])[cH:19][cH:20]2)[cH:25]1)[S:28](=[O:29])[CH3:30].[C:42](=[O:43])([OH:44])[O-:45].[CH2:47]([Cl:48])[Cl:49].[Na+:46].[OH:31][O:32][C:33]([c:34]1[cH:35][c:36]([Cl:37])[cH:38][cH:39][cH:40]1)=[O:41]>>[C:1]([NH2:2])(=[O:3])[CH:4]([CH2:5][c:6]1[cH:7][cH:8][c:9]([O:26][CH3:27])[c:10]([C:11](=[O:12])[NH:13][CH2:14][c:15]2[cH:16][cH:17][c:18]([C:21]([F:22])([F:23])[F:24])[cH:19][cH:20]2)[cH:25]1)[S:28](=[O:29])([CH3:30])=[O:31]. The reactants are ClC=1NC2=CC(=C(C=C2CC1C=O)F)Cl (2,7-dichloro-6-fluoro-3-formyl-1,4-dihydroquinoline), [Mn](=O)(=O)(=O)[O-].[K+] (potassium permanganate), S(=O)([O-])S(=O)[O-].[Na+].[Na+] (Sodium dithionite). The solvent is [OH-].[K+] (potassium hydroxide), O (water), O (water). Reaction conditions: time 30 minute. The product is ClC1=NC2=CC(=C(C=C2C=C1C(=O)O)F)Cl (2,7-Dichloro-6-fluoro-3-quinolinecarboxylic acid). The yield is 115.9%. RXN SMILES: [Mn]([O-])(=O)(=O)=O.[K+].[Cl:7][C:8]1[NH:9][C:10]2[C:15]([CH2:16][C:17]=1[CH:18]=[O:19])=[CH:14][C:13]([F:20])=[C:12]([Cl:21])[CH:11]=2.S(S([O-])=O)([O-])=[O:23].[Na+].[Na+]>O.[OH-].[K+]>[Cl:7][C:8]1[C:17]([C:18]([OH:23])=[O:19])=[CH:16][C:15]2[C:10](=[CH:11][C:12]([Cl:21])=[C:13]([F:20])[CH:14]=2)[N:9]=1 |f:0.1,3.4.5,7.8|. Procedure: A solution of potassium permanganate (89.3 g) in water (1.4 liters) is added in the course of 1 hour to a stirred suspension, cooled to 10° C., of 2,7-dichloro-6-fluoro-3-formyl-1,4-dihydroquinoline (69.5 g) in 2 N aqueous potassium hydroxide (282 cc) and water (282 cc) while the temperature is maintained at between 10° and 14° C. The temperature is allowed to rise to approximately 20° C. and the mixture is stirred for a further 30 minutes at this temperature. Sodium dithionite (26 g) is added a... Yields the product COc1ccc(Nc2oc(-c3c(F)cccc3F)nc2C(N)=O)cc1. RXN SMILES: [Br:1][c:2]1[c:3]([C:15](=[O:16])[NH2:17])[n:4][c:5](-[c:7]2[c:8]([F:14])[cH:9][cH:10][cH:11][c:12]2[F:13])[o:6]1.[CH3:18][C:19]([CH3:20])([O-:21])[CH3:22].[CH3:24][O:25][c:26]1[cH:27][cH:28][c:29]([NH2:32])[cH:30][cH:31]1.[F:33][c:34]1[cH:35][cH:36][c:37]([CH3:38])[c:39]([F:40])[c:41]1[F:42].[Na+:23].[O:45]=[C:46]([CH:47]=[CH:48][c:49]1[cH:50][cH:51][cH:52][cH:53][cH:54]1)[CH:55]=[CH:56][c:57]1[cH:58][cH:59][cH:60][cH:61][cH:62]1.[O:63]=[C:64]([CH:65]=[CH:66][c:67]1[cH:68][cH:69][cH:70][cH:71][cH:72]1)[CH:73]=[CH:74][c:75]1[cH:76][cH:77][cH:78][cH:79][cH:80]1.[O:81]=[C:82]([CH:83]=[CH:84][c:85]1[cH:86][cH:87][cH:88][cH:89][cH:90]1)[CH:91]=[CH:92][c:93]1[cH:94][cH:95][cH:96][cH:97][cH:98]1.[Pd:43].[Pd:44]>>[c:2]1([NH:32][c:29]2[cH:28][cH:27][c:26]([O:25][CH3:24])[cH:31][cH:30]2)[c:3]([C:15](=[O:16])[NH2:17])[n:4][c:5](-[c:7]2[c:8]([F:14])[cH:9][cH:10][cH:11][c:12]2[F:13])[o:6]1. Reactants: NC(=O)c1nc(-c2c(F)cccc2F)oc1Br, CC(C)(C)[O-], COc1ccc(N)cc1, Cc1ccc(F)c(F)c1F, [Na+], O=C(C=Cc1ccccc1)C=Cc1ccccc1, O=C(C=Cc1ccccc1)C=Cc1ccccc1, O=C(C=Cc1ccccc1)C=Cc1ccccc1, [Pd], [Pd]. Reactants: C1CCOC1, CC1(C)CCC2=C(O1)c1ccccc1C1(OCC(CN=[N+]=[N-])O1)C2=O, O, c1ccc(P(c2ccccc2)c2ccccc2)cc1. Product: CC1(C)CCC2=C(O1)c1ccccc1C1(OCC(CN)O1)C2=O. As a reaction SMILES: [CH2:46]1[O:47][CH2:48][CH2:49][CH2:50]1.[N:1](=[N+:2]=[N-:3])[CH2:4][CH:5]1[O:6][C:7]2([C:8](=[O:23])[C:9]3=[C:14]([O:13][C:12]([CH3:21])([CH3:22])[CH2:11][CH2:10]3)[c:15]3[c:16]2[cH:17][cH:18][cH:19][cH:20]3)[O:24][CH2:25]1.[OH2:45].[c:26]1([P:27]([c:28]2[cH:29][cH:30][cH:31][cH:32][cH:33]2)[c:34]2[cH:35][cH:36][cH:37][cH:38][cH:39]2)[cH:40][cH:41][cH:42][cH:43][cH:44]1>>[NH2:1][CH2:4][CH:5]1[O:6][C:7]2([C:8](=[O:23])[C:9]3=[C:14]([O:13][C:12]([CH3:21])([CH3:22])[CH2:11][CH2:10]3)[c:15]3[c:16]2[cH:17][cH:18][cH:19][cH:20]3)[O:24][CH2:25]1. The reactants are Cc1nc(-c2ccc(C(F)(F)F)cc2)sc1C(C)O, N#Cc1ccc(O)cc1Cl, C1CCOC1, c1ccc(P(c2ccccc2)c2ccccc2)cc1. Product: Cc1nc(-c2ccc(C(F)(F)F)cc2)sc1C(C)Oc1ccc(C#N)c(Cl)c1. As a reaction SMILES: [CH3:1][c:2]1[n:3][c:4](-[c:10]2[cH:11][cH:12][c:13]([C:16]([F:17])([F:18])[F:19])[cH:14][cH:15]2)[s:5][c:6]1[CH:7]([CH3:8])[OH:9].[Cl:20][c:21]1[c:22]([C:23]#[N:24])[cH:25][cH:26][c:27]([OH:29])[cH:28]1.[O:49]1[CH2:50][CH2:51][CH2:52][CH2:53]1.[c:30]1([P:31]([c:32]2[cH:33][cH:34][cH:35][cH:36][cH:37]2)[c:38]2[cH:39][cH:40][cH:41][cH:42][cH:43]2)[cH:44][cH:45][cH:46][cH:47][cH:48]1>>[CH3:1][c:2]1[n:3][c:4](-[c:10]2[cH:11][cH:12][c:13]([C:16]([F:17])([F:18])[F:19])[cH:14][cH:15]2)[s:5][c:6]1[CH:7]([CH3:8])[O:9][c:27]1[cH:26][cH:25][c:22]([C:23]#[N:24])[c:21]([Cl:20])[cH:28]1. Reported procedure: 50.0 g (0.347 mol) of 4-hydroxy-2-thiophenecarboxylic acid and 58.3 g (0.694 mol) of sodium bicarbonate are heated at the boiling point in 900 ml of absolute 2-butanone under nitrogen, and 43.7 g (0.347 mol) of dimethylsulfate are added dropwise in the course of 20 minutes. The mixture is heated under reflux for a further 2.5 hours. It is then evaporated in vacuo and the residue is partitioned between saturated sodium bicarbonate solution and ether. The aqueous phase is extracted five more times... Starting materials: OC=1C=C(SC1)C(=O)O (4-hydroxy-2-thiophenecarboxylic acid), C([O-])(O)=O.[Na+] (sodium bicarbonate), COS(=O)(=O)OC (dimethylsulfate). The product is OC=1C=C(SC1)C(=O)OC (Methyl 4-hydroxy-2-thiophenecarboxylate). As a reaction SMILES: [OH:1][C:2]1[CH:3]=[C:4]([C:7]([OH:9])=[O:8])[S:5][CH:6]=1.[C:10](=O)(O)[O-].[Na+].COS(OC)(=O)=O>CC(=O)CC>[OH:1][C:2]1[CH:3]=[C:4]([C:7]([O:9][CH3:10])=[O:8])[S:5][CH:6]=1 |f:1.2|. The solvent is CC(CC)=O (2-butanone).